Dataset: the Open Reaction Database (ORD), a public repository of structured organic reaction records. Task: describe an organic reaction: reactants, conditions, products, and yield The reactants are CS(=O)(=O)C=1SC(=NN1)C(F)(F)F (2-methylsulphonyl-5-trifluoromethyl-1,3,4-thiadiazole), CN(C1=CC=CC=C1)C(CO)=O (N-methyl-2-hydroxyacetanilide), C([O-])([O-])=O.[K+].[K+] (potassium carbonate). Reagents/catalysts: [Br-].C(C)[N+](CC)(CC)CC (tetraethylammonium bromide). The solvent is CC(=O)C (acetone). Run at time 20 hour. Product: FC(C1=NN=C(S1)OCC(=O)N(C1=CC=CC=C1)C)(F)F (2-(5-trifluoromethyl-1,3,4-thiadiazol-2-yloxy)-N-methylacetanilide). Yield: 90.8%. RXN SMILES: CS([C:5]1[S:6][C:7]([C:10]([F:13])([F:12])[F:11])=[N:8][N:9]=1)(=O)=O.[CH3:14][N:15]([C:22](=[O:25])[CH2:23][OH:24])[C:16]1[CH:21]=[CH:20][CH:19]=[CH:18][CH:17]=1.C(=O)([O-])[O-].[K+].[K+]>[Br-].C([N+](CC)(CC)CC)C.CC(C)=O>[F:11][C:10]([F:13])([F:12])[C:7]1[S:6][C:5]([O:24][CH2:23][C:22]([N:15]([CH3:14])[C:16]2[CH:21]=[CH:20][CH:19]=[CH:18][CH:17]=2)=[O:25])=[N:9][N:8]=1 |f:2.3.4,5.6|. Procedure: 5.8 g (0.025 mol) of 2-methylsulphonyl-5-trifluoromethyl-1,3,4-thiadiazole, 4.4 g (0.026 mol) of N-methyl-2-hydroxyacetanilide, 3.8 g (0.038 mol) of potassium carbonate, 0.5 g of tetraethylammonium bromide and 50 ml of acetone are mixed in a 100 ml three-necked flask equipped with a stirrer and a thermometer, and the mixture is stirred for 20 hours at 20°-25° C. The undissolved salts are then filtered off and washed with acetone and the whole of the filtrate is freed of solvent in vacuo. The res... Starting materials: ClC1=CC=C(C=2N3C(=NC21)N(CCC3)C=3C=CC(=NC3C)O)C(C(F)(F)F)OC(F)F (5-{9-chloro-6-[1-(difluoromethoxy)-2,2,2-trifluoroethyl]-3,4-dihydropyrimido[1,2-a]benzimidazol-1(2H)-yl}-6-methylpyridin-2-ol), IC(C)C (2-iodopropane). Reagents/catalysts: C([O-])([O-])=O.[Ag+2] (silver carbonate). Run in C1(=CC=CC=C1)C (toluene). Run at time 5 hour. Yields the product ClC1=CC=C(C=2N3C(=NC21)N(CCC3)C=3C(=NC(=CC3)OC(C)C)C)C(C(F)(F)F)OC(F)F (9-Chloro-6-[1-(difluoromethoxy)-2,2,2-trifluoroethyl]-1-[2-methyl-6-(1-methylethoxy)pyridin-3-yl]-1,2,3,4-tetrahydropyrimido[1,2-a]benzimidazole). Reaction SMILES: [Cl:1][C:2]1[C:10]2[N:9]=[C:8]3[N:11]([C:15]4[CH:16]=[CH:17][C:18]([OH:22])=[N:19][C:20]=4[CH3:21])[CH2:12][CH2:13][CH2:14][N:7]3[C:6]=2[C:5]([CH:23]([O:28][CH:29]([F:31])[F:30])[C:24]([F:27])([F:26])[F:25])=[CH:4][CH:3]=1.I[CH:33]([CH3:35])[CH3:34]>C1(C)C=CC=CC=1.C(=O)([O-])[O-].[Ag+2]>[Cl:1][C:2]1[C:10]2[N:9]=[C:8]3[N:11]([C:15]4[C:20]([CH3:21])=[N:19][C:18]([O:22][CH:33]([CH3:35])[CH3:34])=[CH:17][CH:16]=4)[CH2:12][CH2:13][CH2:14][N:7]3[C:6]=2[C:5]([CH:23]([O:28][CH:29]([F:30])[F:31])[C:24]([F:27])([F:26])[F:25])=[CH:4][CH:3]=1 |f:3.4|. Procedure details: To a solution of 5-{9-chloro-6-[1-(difluoromethoxy)-2,2,2-trifluoroethyl]-3,4-dihydropyrimido[1,2-a]benzimidazol-1(2H)-yl}-6-methylpyridin-2-ol (30.0 mg, 0.0648 mmol) in toluene (1.0 mL) was added silver carbonate (35.7 mg, 0.130 mmol) and 2-iodopropane (32.3 μL, 0.324 mmol). The reaction mixture was stirred at room temperature for 5 hrs. The starting material wasn't consumed completely. The mixture was stirred at 50° C. for 5 hrs. After cooling the mixture was filtered through on the pad of cel... Run in O (water), O (water), O (water). RXN SMILES: [CH3:1][O:2][C:3]1[CH:4]=[C:5]([OH:11])[C:6](=[CH:9][CH:10]=1)C=O.[OH-].[Na+].OO.S([O-])([O-])(=O)=[O:17].[Na+].[Na+].S(S([O-])=O)([O-])=O.[Na+].[Na+]>O>[CH3:1][O:2][C:3]1[CH:4]=[C:5]([OH:11])[C:6](=[CH:9][CH:10]=1)[OH:17] |f:1.2,4.5.6,7.8.9|. Reported procedure: 4-methoxycatechol was prepared by the method described in Organic Synthesis, Collective Volume 3, page 759: 60.8 g of 4-methoxysalicylaldehyde was added to a stirred solution of 16 g of sodium hydroxide in 200 ml of water. Under nitrogen gas, a solution of 60 g of 30% hydrogen peroxide in water dissolved in 200 ml of water was added drop-by-drop to the resulting solution, held at 35°-40° C. Then sodium sulfate (and a small amount of sodium hydrosulfite to decolorize the mixture) was added until ... Starting materials: S(=O)(=O)([O-])[O-].[Na+].[Na+] (sodium sulfate), S(=O)([O-])S(=O)[O-].[Na+].[Na+] (sodium hydrosulfite), COC=1C=C(C(C=O)=CC1)O (4-methoxysalicylaldehyde), [OH-].[Na+] (sodium hydroxide), OO (hydrogen peroxide). Product: COC=1C=C(C(O)=CC1)O (4-methoxycatechol). Reactants: C(CCC)OC(=O)C=1N=CC2=CC(=CC=C2C1O)SC1=CC=CC=C1 (4-hydroxy-7-phenylsulfanyl-isoquinoline-3-carboxylic acid butyl ester), NCCCC(=O)O (4-aminobutyric acid), C[O-].[Na+] (NaOMe). Yields the product OC1=C(N=CC2=CC(=CC=C12)SC1=CC=CC=C1)C(=O)NCCCC(=O)O (4-[(4-Hydroxy-7-phenylsulfanyl-isoquinoline-3-carbonyl)-amino]-butyric acid). The yield is 91.5%. RXN SMILES: C(O[C:6]([C:8]1[N:9]=[CH:10][C:11]2[C:16]([C:17]=1[OH:18])=[CH:15][CH:14]=[C:13]([S:19][C:20]1[CH:25]=[CH:24][CH:23]=[CH:22][CH:21]=1)[CH:12]=2)=[O:7])CCC.[NH2:26][CH2:27][CH2:28][CH2:29][C:30]([OH:32])=[O:31].C[O-].[Na+]>>[OH:18][C:17]1[C:16]2[C:11](=[CH:12][C:13]([S:19][C:20]3[CH:25]=[CH:24][CH:23]=[CH:22][CH:21]=3)=[CH:14][CH:15]=2)[CH:10]=[N:9][C:8]=1[C:6]([NH:26][CH2:27][CH2:28][CH2:29][C:30]([OH:32])=[O:31])=[O:7] |f:2.3|. Procedure: A mixture of 4-hydroxy-7-phenylsulfanyl-isoquinoline-3-carboxylic acid butyl ester (50 mg, 0.14 mmol) (prepared according to WO 2004108681), 4-aminobutyric acid (730 mg, 7.08 mmol) and NaOMe (11 mL, 5.31 mmol, 0.5 M in MeOH) was refluxed for 3 days, then partitioned between EtOAc and water. 1 M HCl was added with stirring until pH was ˜1. The organic layer was dried over MgSO4 and concentrated. The crude product was purified by column chromatography (0-60% EtOAc/hexanes+2% AcOH) to give 49 mg of...